Dataset: the Open Reaction Database (ORD), a public repository of structured organic reaction records. Task: describe an organic reaction: reactants, conditions, products, and yield Starting materials: C(#N)CNC(C(CC(C)C)OC(C1=CC=C(C=C1)C(=O)N1CCNCC1)C1=CC=CC=C1)=O (N-(cyanomethyl)-4-methyl-2-{phenyl[4-(piperazin-1-ylcarbonyl)phenyl]methoxy}pentanamide), CS(=O)(=O)Cl (methyl sulfonyl chloride), C([O-])([O-])=O.[Cs+].[Cs+] (cesium carbonate). Run in CN(C)C=O (DMF), ClCCl (dichloromethane). Conditions: time 2 hour. The product is C(#N)CNC(C(CC(C)C)OC(C1=CC=CC=C1)C1=CC=C(C=C1)C(=O)N1CCN(CC1)S(=O)(=O)C)=O (N-(cyanomethyl)-4-methyl-2-[(4-{[4-(methylsulfonyl)piperazin-1-yl]carbonyl}phenyl)(phenyl)methoxy]pentanamide). As a reaction SMILES: [C:1]([CH2:3][NH:4][C:5](=[O:33])[CH:6]([O:11][CH:12]([C:27]1[CH:32]=[CH:31][CH:30]=[CH:29][CH:28]=1)[C:13]1[CH:18]=[CH:17][C:16]([C:19]([N:21]2[CH2:26][CH2:25][NH:24][CH2:23][CH2:22]2)=[O:20])=[CH:15][CH:14]=1)[CH2:7][CH:8]([CH3:10])[CH3:9])#[N:2].[CH3:34][S:35](Cl)(=[O:37])=[O:36].C(=O)([O-])[O-].[Cs+].[Cs+]>CN(C=O)C.ClCCl>[C:1]([CH2:3][NH:4][C:5](=[O:33])[CH:6]([O:11][CH:12]([C:13]1[CH:18]=[CH:17][C:16]([C:19]([N:21]2[CH2:22][CH2:23][N:24]([S:35]([CH3:34])(=[O:37])=[O:36])[CH2:25][CH2:26]2)=[O:20])=[CH:15][CH:14]=1)[C:27]1[CH:32]=[CH:31][CH:30]=[CH:29][CH:28]=1)[CH2:7][CH:8]([CH3:10])[CH3:9])#[N:2] |f:2.3.4|. Procedure details: To a solution of N-(cyanomethyl)-4-methyl-2-{phenyl[4-(piperazin-1-ylcarbonyl)phenyl]methoxy}pentanamide from example 17, step 7 (102 mg, 0.23 mmol) in DMF (1 mL), was added methyl sulfonyl chloride (27 μL, 0.35 mmol) and cesium carbonate (91 mg, 0.28 mmol). The mixture was aged for 2 hours under nitrogen atmosphere and was diluted with dichloromethane. The resulting mixture was filtered over celite and concentrated under reduced pressure. The crude residue was chromatographed on silica gel usin... Starting materials: C(C1=CC=CC=C1)N1N=CC=2C(CCCC12)=O (1-benzyl-1,5,6,7-tetrahydro-4H-indazol-4-one), [H-].[Na+] (sodium hydride), C(=O)OCC (ethyl formate), O1CCCC1 (tetrahydrofuran). The reagents and catalysts are C(C)O (ethanol). The solvent is C(C)OCC (ethyl ether), O (Water). Yields the product C(C1=CC=CC=C1)N1N=CC=2C(C(CCC12)=CO)=O (1-benzyl1,5,6,7-tetrahydro-5-hydroxymethylene 4H-indazol-4-one). Reaction SMILES: [CH2:1]([N:8]1[C:16]2[CH2:15][CH2:14][CH2:13][C:12](=[O:17])[C:11]=2[CH:10]=[N:9]1)[C:2]1[CH:7]=[CH:6][CH:5]=[CH:4][CH:3]=1.[H-].[Na+].[CH:20](OCC)=[O:21].O1CCCC1>C(O)C.C(OCC)C.O>[CH2:1]([N:8]1[C:16]2[CH2:15][CH2:14][C:13](=[CH:20][OH:21])[C:12](=[O:17])[C:11]=2[CH:10]=[N:9]1)[C:2]1[CH:3]=[CH:4][CH:5]=[CH:6][CH:7]=1 |f:1.2|. Reported procedure: A mixture of 7.8 grams of 1-benzyl-1,5,6,7-tetrahydro-4H-indazol-4-one, 2.8 grams of sodium hydride (60% suspension in mineral oil), 10 ml of ethyl formate, 2 drops of ethanol and 100 ml of tetrahydrofuran was stirred at reflux for 1 hour and then cooled. Water (300 ml) and 100 ml of ethyl ether were added and the mixture was stirred briefly. The layers were separated and the aqueous layer was washed with ethyl ether and acidified with concentrated hydrochloric acid to a pH of about 4. The resul...